From a dataset of the Open Reaction Database (ORD), a public repository of structured organic reaction records. describe an organic reaction: reactants, conditions, products, and yield Procedure: A solution of 100 mg (0.45 mmol) of 5,6-difluoro-2-methyl-4-oxo-4H-chromene-8-carbaldehyde in 5 ml of 2-propanol is mixed with 46.9 mg (0.45 mmol) of sodium 1-cyanoprop-1-en-2-olate, 85.44 mg (0.45 mmol) of 4-amino-1-cyclobutylpent-3-en-2-one (example 13, stage a) and 0.04 ml (0.67 mmol) of acetic acid and stirred under reflux for 3 h. After cooling, the mixture is concentrated. The residue is purified on an Analogix cartridge (F12M) (mobile phase: cyclohexane/ethyl acetate 2:1). 70.9 mg (37.44%... Product: C1(CCC1)CC(=O)C=1C(C(=C(NC1C)C)C#N)C=1C=C(C(=C2C(C=C(OC12)C)=O)F)F (5-(Cyclobutylacetyl)-4-(5,6-difluoro-2-methyl-4-oxo-4H-chromen-8-yl)-2,6-dimethyl-1,4-dihydropyridine-3-carbonitrile). Run in CC(C)O (2-propanol). RXN SMILES: [F:1][C:2]1[C:11]([F:12])=[CH:10][C:9]([CH:13]=O)=[C:8]2[C:3]=1[C:4](=[O:16])[CH:5]=[C:6]([CH3:15])[O:7]2.[C:17]([CH:19]=[C:20]([O-])[CH3:21])#[N:18].[Na+].[NH2:24][C:25]([CH3:34])=[CH:26][C:27](=[O:33])[CH2:28][CH:29]1[CH2:32][CH2:31][CH2:30]1.C(O)(=O)C>CC(O)C>[CH:29]1([CH2:28][C:27]([C:26]2[CH:13]([C:9]3[CH:10]=[C:11]([F:12])[C:2]([F:1])=[C:3]4[C:8]=3[O:7][C:6]([CH3:15])=[CH:5][C:4]4=[O:16])[C:19]([C:17]#[N:18])=[C:20]([CH3:21])[NH:24][C:25]=2[CH3:34])=[O:33])[CH2:32][CH2:31][CH2:30]1 |f:1.2|. The reactants are FC1=C2C(C=C(OC2=C(C=C1F)C=O)C)=O (5,6-difluoro-2-methyl-4-oxo-4H-chromene-8-carbaldehyde), C(#N)C=C(C)[O-].[Na+] (sodium 1-cyanoprop-1-en-2-olate), NC(=CC(CC1CCC1)=O)C (4-amino-1-cyclobutylpent-3-en-2-one), C(C)(=O)O (acetic acid). Reactants: (CH3CN)2PdCl2, CN(CC(=O)O)C (dimethylglycine), Cl benzene, C=CC1=CC=CC=C1 (styrene), CN1CCCC1=O (NMP), C(C)(=O)[O-].[Na+] (sodium acetate), CN1CCCC1=O (NMP). The reagents and catalysts are [P+](C1=CC=CC=C1)(C1=CC=CC=C1)(C1=CC=CC=C1)C1=CC=CC=C1.[Cl-] (Ph4PCl). Run in C(C)OCC (diethyl ether). Product: C1(=CC=CC=C1)\C=C\C1=CC=CC=C1 (trans-stilbene), C1(=CC=CC=C1)\C=C/C1=CC=CC=C1 (cis-stilbene), C1(=CC=CC=C1)C(=C)C1=CC=CC=C1 (1,1-diphenylethene), Cl benzene. Isolated yield 0.6%. RXN SMILES: CN(C)[CH2:3][C:4](O)=O.[C:8]([O-])(=O)[CH3:9].[Na+].CN1[C:18](=O)[CH2:17][CH2:16][CH2:15]1.[CH2:20]=[CH:21][C:22]1[CH:27]=[CH:26][CH:25]=[CH:24][CH:23]=1>[P+](C1C=CC=CC=1)(C1C=CC=CC=1)(C1C=CC=CC=1)C1C=CC=CC=1.[Cl-].C(OCC)C>[C:22]1(/[CH:21]=[CH:20]/[C:4]2[CH:3]=[CH:18][CH:17]=[CH:16][CH:15]=2)[CH:27]=[CH:26][CH:25]=[CH:24][CH:23]=1.[C:22]1(/[CH:21]=[CH:20]\[C:8]2[CH:9]=[CH:18][CH:17]=[CH:16][CH:15]=2)[CH:27]=[CH:26][CH:25]=[CH:24][CH:23]=1.[C:22]1([C:21]([C:4]2[CH:3]=[CH:18][CH:17]=[CH:16][CH:15]=2)=[CH2:20])[CH:27]=[CH:26][CH:25]=[CH:24][CH:23]=1 |f:1.2,5.6|. Procedure details: To a reaction vessel standing on a scale which is sealed with a septum cap, 5.3 mg (0.02 mmol) of (CH3CN)2PdCl2, 45 mg (0.12 mmol) of Ph4PCl and 12.4 mg (0.12 mmol) of dimethylglycine are added, followed by two cycles of evacuation and flushing with argon. Under argon, 657.7 mg (8 mmol) of anhydrous sodium acetate and 1 ml of NMP are added. 452 mg (4.01 mmol) of Cl-benzene and 636 mg (6.11 mmol) of styrene is mixed with 1 ml of NMP and added dropwise in 6 portions within 6 hours, the first porti... The reactants are C1(CCCCC1)N=C=NC1CCCCC1 (dicyclohexylcarbodiimide), C(CO)O (ethylene glycol), C(C(=O)O)(=O)O (oxalic acid). The solvent is CC(=O)C (acetone), CC(=O)C (acetone), CC(=O)C (acetone). Yields the product C(C(=O)O)(=O)O.C1(CCCCC1)N1C(OCC1)=NC1CCCCC1 (3-Cyclohexyl-2-(cyclohexylimino)oxazolidine oxalate). Yield: 102.9%. Reaction SMILES: [CH:1]1([N:7]=[C:8]=[N:9][CH:10]2[CH2:15][CH2:14][CH2:13][CH2:12][CH2:11]2)[CH2:6][CH2:5][CH2:4][CH2:3][CH2:2]1.[CH2:16](O)[CH2:17][OH:18].[C:20]([OH:25])(=[O:24])[C:21]([OH:23])=[O:22]>CC(C)=O>[C:20]([OH:25])(=[O:24])[C:21]([OH:23])=[O:22].[CH:10]1([N:9]2[CH2:16][CH2:17][O:18][C:8]2=[N:7][CH:1]2[CH2:2][CH2:3][CH2:4][CH2:5][CH2:6]2)[CH2:15][CH2:14][CH2:13][CH2:12][CH2:11]1 |f:4.5|. Procedure: A mixture of 41.2 g of dicyclohexylcarbodiimide and 7 g of ethylene glycol was heated on a water bath for 2 hours. After removing the precipitate of dicyclohexyl urea formed, the resulting oily product was dissolved in acetone and to the acetone solution was added an acetone solution containing 9 g of oxalic acid to obtain 35 g of Compound (1) with a melting point of 130° - 133°C. Reported procedure: To a solution of 4,4-diphenyl-2-cyclopenten-1-one (0.40 g), t-butylamine (0.75 g) in methylene chloride (9 ml) was added dropwise a solution of titanium tetrachloride (0.50 g) in methylene chloride (5 ml) at -70° C. to -60° C. After being stirred for 2 hours, sodium borohydride (0.35 g) and methanol (6 ml) were added successively at 0° C. After being stirred for 0.5 hour, the precipitate was filtered off using celite and the filtrate was condensed under reduced pressure. To the residue, 1N sodiu... Reaction conditions: time 2 hour. Product: C(C)(C)(C)NC1C=CC(C1)(C1=CC=CC=C1)C1=CC=CC=C1 (N-t-butyl-4,4-diphenyl-2-cyclopentenylamine), C(C)(C)(C)NC1CC(CC1)(C1=CC=CC=C1)C1=CC=CC=C1 (N-t-butyl-3,3-diphenylcyclopentylamine). Reagents/catalysts: [Ti](Cl)(Cl)(Cl)Cl (titanium tetrachloride). Reactants: C1(=CC=CC=C1)C1(C=CC(C1)=O)C1=CC=CC=C1 (4,4-diphenyl-2-cyclopenten-1-one), C(C)(C)(C)N (t-butylamine), [OH-].[Na+] (sodium hydroxide), [BH4-].[Na+] (sodium borohydride). RXN SMILES: [C:1]1([C:7]2([C:13]3[CH:18]=[CH:17][CH:16]=[CH:15][CH:14]=3)[CH2:11][C:10](=O)[CH:9]=[CH:8]2)[CH:6]=[CH:5][CH:4]=[CH:3][CH:2]=1.[C:19]([NH2:23])([CH3:22])([CH3:21])[CH3:20].[BH4-].[Na+].[OH-].[Na+]>C(Cl)Cl.[Ti](Cl)(Cl)(Cl)Cl.CO>[C:19]([NH:23][CH:10]1[CH2:11][C:7]([C:13]2[CH:18]=[CH:17][CH:16]=[CH:15][CH:14]=2)([C:1]2[CH:6]=[CH:5][CH:4]=[CH:3][CH:2]=2)[CH:8]=[CH:9]1)([CH3:22])([CH3:21])[CH3:20].[C:19]([NH:23][CH:10]1[CH2:9][CH2:8][C:7]([C:13]2[CH:18]=[CH:17][CH:16]=[CH:15][CH:14]=2)([C:1]2[CH:6]=[CH:5][CH:4]=[CH:3][CH:2]=2)[CH2:11]1)([CH3:22])([CH3:21])[CH3:20] |f:2.3,4.5|. The solvent is C(Cl)Cl (methylene chloride), C(Cl)Cl (methylene chloride), CO (methanol). Procedure details: A solution of betamercaptopropionic acid (5.3 g, 50 mMol) in water (95 ml) was diluted with absolute ethanol (80 ml) and triethylamine (15 ml). While this solution was mechanically stirred and cooled with an ice bath, a solution of 4-methylbenzyl bromide (9.4 g) in ethanol (80 ml) was added over a period of 15 minutes. The ice bath was removed and the reaction mixture was stirred at room temperature for 2.5 hours. The mixture was then concentrated in vacuo and the residue was suspended in water ... Starting materials: CC1=CC=C(CBr)C=C1 (4-methylbenzyl bromide), SCCC(=O)O (betamercaptopropionic acid). As a reaction SMILES: [SH:1][CH2:2][CH2:3][C:4]([OH:6])=[O:5].[CH3:7][C:8]1[CH:15]=[CH:14][C:11]([CH2:12]Br)=[CH:10][CH:9]=1>O.C(O)C.C(N(CC)CC)C>[CH3:7][C:8]1[CH:15]=[CH:14][C:11]([CH2:12][S:1][CH2:2][CH2:3][C:4]([OH:6])=[O:5])=[CH:10][CH:9]=1. The product is CC1=CC=C(CSCCC(=O)O)C=C1 (S-(4-Methylbenzyl)-beta-mercaptopropionic acid). Solvent: C(C)O (ethanol), O (water), C(C)O (ethanol), C(C)N(CC)CC (triethylamine). Starting materials: ClC=1C=C(N)C=CC1 (3-chloroaniline), COC(N(C)C)OC (dimethylformamide dimethyl acetal). The product is CN(C)C=NC1=CC(=CC=C1)Cl (1-(Dimethylaminomethyleneamino)-3-chlorobenzene). Yield: 100.5%. RXN SMILES: [Cl:1][C:2]1[CH:3]=[C:4]([CH:6]=[CH:7][CH:8]=1)[NH2:5].CO[CH:11](OC)[N:12]([CH3:14])[CH3:13]>>[CH3:11][N:12]([CH:14]=[N:5][C:4]1[CH:6]=[CH:7][CH:8]=[C:2]([Cl:1])[CH:3]=1)[CH3:13]. Procedure details: A mixture of 3-chloroaniline (63.8 g, 0.50 mol) and dimethylformamide dimethyl acetal (106 ml, 0.75 mol) was heated at 100° for 2 h and evaporated at 60° at 0.5 mm Hg to give 91.8 g amber oil; ms 183.0 (M+H)+. Starting materials: O[C@@H]1CC2=CC[C@H]3[C@@H]4CC[C@H](C(C)=O)[C@]4(CC[C@@H]3[C@]2(CC1)C)C (3β-hydroxy-5-pregnen-20-one), [H][H] (hydrogen). The reagents and catalysts are [Pd] (Pd/C). Run in C(C)O (ethyl alcohol). The product is O[C@@H]1C[C@@H]2CC[C@H]3[C@@H]4CC[C@H](C(C)=O)[C@]4(CC[C@@H]3[C@]2(CC1)C)C (3β-hydroxy-5α-pregnan-20-one). The yield is 96.2%. As a reaction SMILES: [OH:1][C@H:2]1[CH2:21][CH2:20][C@@:19]2([CH3:22])[C:4](=[CH:5][CH2:6][C@@H:7]3[C@@H:18]2[CH2:17][CH2:16][C@@:15]2([CH3:23])[C@H:8]3[CH2:9][CH2:10][C@@H:11]2[C:12](=[O:14])[CH3:13])[CH2:3]1.[H][H]>C(O)C.[Pd]>[OH:1][C@H:2]1[CH2:21][CH2:20][C@@:19]2([CH3:22])[C@@H:4]([CH2:5][CH2:6][C@@H:7]3[C@@H:18]2[CH2:17][CH2:16][C@@:15]2([CH3:23])[C@H:8]3[CH2:9][CH2:10][C@@H:11]2[C:12](=[O:14])[CH3:13])[CH2:3]1. Reported procedure: A mixture of 3β-hydroxy-5-pregnen-20-one (980 mg, 316.5 g/m, 3.1 mmol) and 50 mg of 5% Pd/C in 50 mL of absolute ethyl alcohol was stirred under 1 atmosphere of hydrogen gas for 5 hours at room temperature. The reaction was filtered through a celite pad and the filtrate evaporated under reduced pressure to give 950 mg of 3β-hydroxy-5α-pregnan-20-one (96% yield). Starting materials: Cc1ccccc1, CC(C)(C)OC(=O)CCOCCOCCOCCO[N+](=O)[O-], O=C(O)C(F)(F)F. Product: O=C(O)CCOCCOCCOCCO[N+](=O)[O-]. As a reaction SMILES: [CH3:30][c:31]1[cH:32][cH:33][cH:34][cH:35][cH:36]1.[N+:1](=[O:2])([O-:3])[O:4][CH2:5][CH2:6][O:7][CH2:8][CH2:9][O:10][CH2:11][CH2:12][O:13][CH2:14][CH2:15][C:16](=[O:17])[O:18][C:19]([CH3:20])([CH3:21])[CH3:22].[OH:23][C:24]([C:25]([F:26])([F:27])[F:28])=[O:29]>>[N+:1](=[O:2])([O-:3])[O:4][CH2:5][CH2:6][O:7][CH2:8][CH2:9][O:10][CH2:11][CH2:12][O:13][CH2:14][CH2:15][C:16](=[O:17])[OH:18]. Starting materials: CI (Methyl iodide), FC=1C=C(C=C(C1)F)S (3,5-difluorobenzenethiol), C([O-])([O-])=O.[K+].[K+] (potassium carbonate). Solvent: CC#N (MeCN). Reaction conditions: temperature 80 celsius, time 2 hour. Yields the product FC1=CC(=CC(=C1)SC)F (1,3-Difluoro-5-(methylthio)benzene). Reaction SMILES: CI.[F:3][C:4]1[CH:5]=[C:6]([SH:11])[CH:7]=[C:8]([F:10])[CH:9]=1.[C:12](=O)([O-])[O-].[K+].[K+]>CC#N>[F:3][C:4]1[CH:5]=[C:6]([S:11][CH3:12])[CH:7]=[C:8]([F:10])[CH:9]=1 |f:2.3.4|. Procedure: Methyl iodide (2.91 g, 20.5 mmol) was added dropwise to a stirred mixture of 3,5-difluorobenzenethiol (2.00 g, 13.7 mmol) and potassium carbonate (5.67 g, 41.0 mmol) in dry MeCN (24 mL) at room temperature. The reaction mixture was stirred at 80° C. for 2 h. After cooling, the mixture was filtered under vacuum, washed with MeCN and concentrated under reduced pressure to give the sub-title compound, which was used directly in the next step without further purification (1.74 g, 80%). Reactants: COc1cc2ncnc(C3CCNCC3)c2cc1OC, O=C=Nc1ccccc1, CN(C)C=O. Product: COc1cc2ncnc(C3CCN(C(=O)Nc4ccccc4)CC3)c2cc1OC. As a reaction SMILES: [CH3:1][O:2][c:3]1[cH:4][c:5]2[c:6]([CH:15]3[CH2:16][CH2:17][NH:18][CH2:19][CH2:20]3)[n:7][cH:8][n:9][c:10]2[cH:11][c:12]1[O:13][CH3:14].[N:21](=[C:22]=[O:23])[c:24]1[cH:25][cH:26][cH:27][cH:28][cH:29]1.[O:30]=[CH:31][N:32]([CH3:33])[CH3:34]>>[CH3:1][O:2][c:3]1[cH:4][c:5]2[c:6]([CH:15]3[CH2:16][CH2:17][N:18]([C:22]([NH:21][c:24]4[cH:25][cH:26][cH:27][cH:28][cH:29]4)=[O:23])[CH2:19][CH2:20]3)[n:7][cH:8][n:9][c:10]2[cH:11][c:12]1[O:13][CH3:14].